Dataset: the Open Reaction Database (ORD), a public repository of structured organic reaction records. Task: describe an organic reaction: reactants, conditions, products, and yield The reactants are N1(C=NC=C1)CCCNC1=NC2=CC=CC=3C2=C1C=CC3 (N-(3-(1H-imidazol-1-yl)propyl)benz(cd)indol-2-amine), Cl.Cl.N1(C=NC=C1)CCCNC1=NC2=CC=CC=3C2=C1C=CC3 (N-(3-(1H-imidazol-l-yl)propyl)benz(cd) indol-2 -amine, dihydrochloride), C1(=CC=CC=C1)N=C=O (phenylisocyanate). Run in ClCCl (dichloromethane). Reaction conditions: time 8 hour. The product is N1=C(C2=C3C(C=CC=C13)=CC=C2)N(C(=O)NC2=CC=CC=C2)CCCN2C=NC=C2 (N-Benz(cd)indol-2-yl-N-(3-(1H-imidazol-1-yl)propyl)-N'-phenylurea). Reaction SMILES: [N:1]1([CH2:6][CH2:7][CH2:8][NH:9][C:10]2[C:18]3[CH:19]=[CH:20][CH:21]=[C:16]4[C:17]=3[C:12](=[CH:13][CH:14]=[CH:15]4)[N:11]=2)[CH:5]=[CH:4][N:3]=[CH:2]1.Cl.Cl.N1(CCCNC2C3C=CC=C4C=3C(=CC=C4)N=2)C=CN=C1.[C:45]1([N:51]=[C:52]=[O:53])[CH:50]=[CH:49][CH:48]=[CH:47][CH:46]=1>ClCCl>[N:11]1[C:12]2[C:17]3[C:16](=[CH:21][CH:20]=[CH:19][C:18]=3[C:10]=1[N:9]([CH2:8][CH2:7][CH2:6][N:1]1[CH:5]=[CH:4][N:3]=[CH:2]1)[C:52]([NH:51][C:45]1[CH:50]=[CH:49][CH:48]=[CH:47][CH:46]=1)=[O:53])[CH:15]=[CH:14][CH:13]=2 |f:1.2.3|. Procedure: A solution of 2.7 g of N-(3-(1H-imidazol-1-yl)propyl)benz(cd)indol-2-amine (free base of the compound of Example 1) was dissolved in 50 ml of dichloromethane, and the solution then treated with 2.4 grams of phenylisocyanate. The mixture was stirred at room temperature overnight and then washed with 50 ml of saturated NaCHO3 solution. The dichloromethane layer was dried over MgSO4. Removal of the dichloromethane in vacuo left 3.7 grams of the desired compound, melting at 240° C.-250° C. with deco... Reaction conditions: time 3 hour. Solvent: CN(C)C=O (DMF), CN(C)C=O (DMF). The yield is 45.2%. Procedure details: A solution of 2-[N-(t-butoxycarbonyl)amino]ethyl bromide (0.032 g) in DMF (0.5 ml) was added to a stirred cooled solution of ethyl 6-(benzenesulphonylmethyl)-3-(furan-3-yl)-2-hydroxybenzoate (Intermediate 36, 0.05 g) and cesium carbonate (0.065 g) in DMF (0.5 ml) at 0° C. The resultant mixture was allowed to warm to room temperature, stirred for 3 hours then partitioned between ethyl acetate and water. The organic layer was washed with water, dried (MgSO4) and filtered. The filtrate was evaporat... Starting materials: resultant mixture, C(C)(C)(C)OC(=O)NCCBr (2-[N-(t-butoxycarbonyl)amino]ethyl bromide), C1(=CC=CC=C1)S(=O)(=O)CC1=CC=C(C(=C1C(=O)OCC)O)C1=COC=C1 (ethyl 6-(benzenesulphonylmethyl)-3-(furan-3-yl)-2-hydroxybenzoate), C1(=CC=CC=C1)S(=O)(=O)CC1=CC=C(C(=C1C(=O)OCC)O)C1=COC=C1 (ethyl 6-(benzenesulphonylmethyl)-3-(furan-3-yl)-2-hydroxybenzoate), C([O-])([O-])=O.[Cs+].[Cs+] (cesium carbonate). As a reaction SMILES: [C:1]([O:5][C:6]([NH:8][CH2:9][CH2:10]Br)=[O:7])([CH3:4])([CH3:3])[CH3:2].[C:12]1([S:18]([CH2:21][C:22]2[C:27]([C:28]([O:30][CH2:31][CH3:32])=[O:29])=[C:26]([OH:33])[C:25]([C:34]3[CH:38]=[CH:37][O:36][CH:35]=3)=[CH:24][CH:23]=2)(=[O:20])=[O:19])[CH:17]=[CH:16][CH:15]=[CH:14][CH:13]=1.C(=O)([O-])[O-].[Cs+].[Cs+]>CN(C=O)C>[C:12]1([S:18]([CH2:21][C:22]2[C:27]([C:28]([O:30][CH2:31][CH3:32])=[O:29])=[C:26]([O:33][CH2:10][CH2:9][NH:8][C:6]([O:5][C:1]([CH3:4])([CH3:3])[CH3:2])=[O:7])[C:25]([C:34]3[CH:38]=[CH:37][O:36][CH:35]=3)=[CH:24][CH:23]=2)(=[O:20])=[O:19])[CH:17]=[CH:16][CH:15]=[CH:14][CH:13]=1 |f:2.3.4|. Product: C1(=CC=CC=C1)S(=O)(=O)CC1=CC=C(C(=C1C(=O)OCC)OCCNC(=O)OC(C)(C)C)C1=COC=C1 (ethyl 6-(benzenesulphonylmethyl)-2-[2-(t-butoxycarbonyl)amino-ethoxy]-3-(furan-3-yl)-benzoate). The reactants are CC(C(CC=O)=O)(CC1=CC=CC=C1)C (4,4-dimethyl-3-oxo-5-phenylpentanal), S(=O)(Cl)Cl (thionyl chloride). The solvent is C1=CC=CC=C1 (benzene). The product is Cl\C=C\C(C(CC1=CC=CC=C1)(C)C)=O (1-Chloro-4,4-Dimethyl-5-Phenyl-trans-1-Penten-3-One). RXN SMILES: [CH3:1][C:2]([CH3:15])([CH2:8][C:9]1[CH:14]=[CH:13][CH:12]=[CH:11][CH:10]=1)[C:3](=[O:7])[CH2:4][CH:5]=O.S(Cl)([Cl:18])=O>C1C=CC=CC=1>[Cl:18]/[CH:5]=[CH:4]/[C:3](=[O:7])[C:2]([CH3:15])([CH3:1])[CH2:8][C:9]1[CH:14]=[CH:13][CH:12]=[CH:11][CH:10]=1. Procedure: A solution of 6.6 g. of 4,4-dimethyl-3-oxo-5-phenylpentanal in 25 ml. of dry benzene was treated with 4.7 g. of thionyl chloride and refluxed for 21/2 hours. Solvent was evaporated and the residue was distilled under reduced pressure to afford 5.8 g. of the title product as a colorless oil, B.P. 86°-90°/0.1 mm. λmaxfilm 3.45, 5.92, 6.32, 6.70, 6.82, 9.30, 9.48, 10.65, 11.95, 12.50, 13.0, 13.54 and 14.23 μ. Starting materials: COC=1C=C(C=CC1)C1=CC=CC=C1 (3-methoxy biphenyl), C(C)(=O)Cl (acetyl chloride), Cl[Sn](Cl)(Cl)Cl (SnCl4). Solvent: C1=CC=CC=C1 (benzene). Product: COC1=C(C=CC(=C1)C1=CC=CC=C1)C(C)=O (2'-methoxy-4'-phenyl-acetophenone). Isolated yield 97.8%. RXN SMILES: Cl[Sn](Cl)(Cl)Cl.[CH3:6][O:7][C:8]1[CH:9]=[C:10]([C:14]2[CH:19]=[CH:18][CH:17]=[CH:16][CH:15]=2)[CH:11]=[CH:12][CH:13]=1.[C:20](Cl)(=[O:22])[CH3:21]>C1C=CC=CC=1>[CH3:6][O:7][C:8]1[CH:9]=[C:10]([C:14]2[CH:19]=[CH:18][CH:17]=[CH:16][CH:15]=2)[CH:11]=[CH:12][C:13]=1[C:20](=[O:22])[CH3:21]. Procedure details: 52 g of SnCl4 are added dropwise at 5°, while stirring vigorously, to a solution of 36.8 g of 3-methoxy biphenyl and 15.6 g of acetyl chloride in 700 cc of benzene. The mixture is stirred over night at 23°. The reaction mixture is washed twice with 2 N sodium hydroxide and twice with water. Extraction is again effected twice with toluene. The organic phases are combined, dried over anhydrous sodium sulphate and concentrated. 44 g of a crude product are obtained, which are chromatographed on a 20...